From a dataset of the Open Reaction Database (ORD), a public repository of structured organic reaction records. describe an organic reaction: reactants, conditions, products, and yield Starting materials: C1=CC=CC=2NCCC3=C(C21)C=CC=C3 (6,7-dihydro-5H-dibenz[b,d]azepine), C1(=CC=C(C=C1)C(=O)Cl)C1=CC=CC=C1 ([1,1'-biphenyl]-4-carbonyl chloride). Product: C1(=CC=C(C=C1)C(=O)N1C2=C(C3=C(CC1)C=CC=C3)C=CC=C2)C2=CC=CC=C2 (5-([1,1'-Biphenyl]-4-ylcarbonyl)-6,7-dihydro-5H-dibenz[b,d]azepine). RXN SMILES: [CH:1]1[C:11]2[C:10]3[CH:12]=[CH:13][CH:14]=[CH:15][C:9]=3[CH2:8][CH2:7][NH:6][C:5]=2[CH:4]=[CH:3][CH:2]=1.[C:16]1([C:25]2[CH:30]=[CH:29][CH:28]=[CH:27][CH:26]=2)[CH:21]=[CH:20][C:19]([C:22](Cl)=[O:23])=[CH:18][CH:17]=1>>[C:16]1([C:25]2[CH:26]=[CH:27][CH:28]=[CH:29][CH:30]=2)[CH:17]=[CH:18][C:19]([C:22]([N:6]2[CH2:7][CH2:8][C:9]3[CH:15]=[CH:14][CH:13]=[CH:12][C:10]=3[C:11]3[CH:1]=[CH:2][CH:3]=[CH:4][C:5]2=3)=[O:23])=[CH:20][CH:21]=1. Reported procedure: As described for Example 26, 6,7-dihydro-5H-dibenz[b,d]azepine is reacted with [1,1'-biphenyl]-4-carbonyl chloride to give the product as a solid. The reactants are BrC1=CC=C(C=C1)C1(CCCC1)OCC(=O)O (2-(1-(4-Bromophenyl)cyclopentyloxy)acetic acid), C([O-])([O-])=O.[K+].[K+] (potassium carbonate). Run in O (water), C(C)(=O)OCC (ethyl acetate), CN(C=O)C (N,N-dimethylformamide). Reaction conditions: time 40 hour. The product is BrC1=CC=C(C=C1)C1(CCCC1)OCC(=O)OC (methyl 2-(1-(4-bromophenyl)cyclopentyloxy)acetate). Reaction SMILES: [Br:1][C:2]1[CH:7]=[CH:6][C:5]([C:8]2([O:13][CH2:14][C:15]([OH:17])=[O:16])[CH2:12][CH2:11][CH2:10][CH2:9]2)=[CH:4][CH:3]=1.[C:18](=O)([O-])[O-].[K+].[K+]>CN(C)C=O.O.C(OCC)(=O)C>[Br:1][C:2]1[CH:3]=[CH:4][C:5]([C:8]2([O:13][CH2:14][C:15]([O:17][CH3:18])=[O:16])[CH2:9][CH2:10][CH2:11][CH2:12]2)=[CH:6][CH:7]=1 |f:1.2.3|. Procedure: To an ambient solution of Example 30B (200 mg, 0.668 mmol) in N,N-dimethylformamide (4 mL) was added iodomethahe (0.208 mL. 3.34 mmol) and potassium carbonate (184 mg, 1.34 mmol). The mixture was stirred at room temperature for 40 h, and then diluted with water (10 mL) and ethyl acetate (20 mL). The layers were separated, and the organic was washed with water (3×10 mL), brine (1×10 mL), dried over sodium sulfate, and concentrated under reduced pressure to give the title compound. 1H NMR (300 MHz... Reactants: N(C1=CC=CC=C1)C=1C=C2C(C(=O)NC2=O)=CC1NC1=CC(=C(C=C1)OC)OC (4-anilino-5-(3,4-dimethoxy-anilino)-phthalimide), B(Br)(Br)Br (boron tribromide). Solvent: ClCCl (dichloromethane), ClCCl (dichloromethane). Conditions: time 5 hour. The product is N(C1=CC=CC=C1)C=1C=C2C(C(=O)NC2=O)=CC1NC1=CC(=C(C=C1)O)O (4-Anilino-5-(3,4-dihydroxy-anilino)-phthalimide). RXN SMILES: [NH:1]([C:8]1[CH:9]=[C:10]2[C:15](=[O:16])[NH:14][C:12](=[O:13])[C:11]2=[CH:17][C:18]=1[NH:19][C:20]1[CH:25]=[CH:24][C:23]([O:26]C)=[C:22]([O:28]C)[CH:21]=1)[C:2]1[CH:7]=[CH:6][CH:5]=[CH:4][CH:3]=1.B(Br)(Br)Br>ClCCl>[NH:1]([C:8]1[CH:9]=[C:10]2[C:15](=[O:16])[NH:14][C:12](=[O:13])[C:11]2=[CH:17][C:18]=1[NH:19][C:20]1[CH:25]=[CH:24][C:23]([OH:26])=[C:22]([OH:28])[CH:21]=1)[C:2]1[CH:7]=[CH:6][CH:5]=[CH:4][CH:3]=1. Procedure: To a solution of 219 mg (0.56 mmol) of 4-anilino-5-(3,4-dimethoxy-anilino)-phthalimide in 5 ml of dichloromethane, a solution of 270 μl (2.8 mmol) boron tribromide in 3 ml of dichloromethane is added dropwise at RT. The reaction mixture is stirred for 5 hours at RT and then quenched with 5 ml of water, and the phases are separated. The water phase is extracted three times with ethyl acetate. The organic phases are combined and washed twice with water, dried over magnesium sulfate and concentrate... Starting materials: CCO, [K+], O=CC1CCOC1, COP(=O)(CC(C)=O)OC, [OH-], O. Product: CC(=O)C=CC1CCOC1. Reaction SMILES: [CH3:21][CH2:22][OH:23].[K+:12].[O:13]1[CH2:14][CH:15]([CH:18]=[O:19])[CH2:16][CH2:17]1.[O:1]=[C:2]([CH2:3][P:4](=[O:5])([O:6][CH3:7])[O:8][CH3:9])[CH3:10].[OH-:11].[OH2:20]>>[O:1]=[C:2]([CH:3]=[CH:18][CH:15]1[CH2:14][O:13][CH2:17][CH2:16]1)[CH3:10]. Reactants: CCCOc1ccc(C=CC(=O)OC(C)(C)C)cc1-c1nc2c(CCC)nn(C)c2c(=O)[nH]1, CO, [Na+], [OH-]. Yields the product CCCOc1ccc(C=CC(=O)O)cc1-c1nc2c(CCC)nn(C)c2c(=O)[nH]1. RXN SMILES: [C:3]([CH3:4])([CH3:5])([CH3:6])[O:7][C:8]([CH:9]=[CH:10][c:11]1[cH:12][c:13](-[c:21]2[nH:22][c:23](=[O:34])[c:24]3[c:25]([n:26]2)[c:27]([CH2:31][CH2:32][CH3:33])[n:28][n:29]3[CH3:30])[c:14]([O:17][CH2:18][CH2:19][CH3:20])[cH:15][cH:16]1)=[O:35].[CH3:36][OH:37].[Na+:2].[OH-:1]>>[O:7]=[C:8]([CH:9]=[CH:10][c:11]1[cH:12][c:13](-[c:21]2[nH:22][c:23](=[O:34])[c:24]3[c:25]([n:26]2)[c:27]([CH2:31][CH2:32][CH3:33])[n:28][n:29]3[CH3:30])[c:14]([O:17][CH2:18][CH2:19][CH3:20])[cH:15][cH:16]1)[OH:35]. Starting materials: ClC1=NC2=CC=C(C=C2C=C1)C (2-Chloro-6-Methylquinoline), C(C)(=O)N (acetamide), C(=O)([O-])[O-].[K+].[K+] (K2CO3). The solvent is O (H2O). Conditions: temperature 230 celsius. The product is C(C)(=O)NC1=NC2=CC=C(C=C2C=C1)C (2-(Acetamido)-6-methylquinoline). Yield: 73.9%. RXN SMILES: Cl[C:2]1[CH:11]=[CH:10][C:9]2[C:4](=[CH:5][CH:6]=[C:7]([CH3:12])[CH:8]=2)[N:3]=1.[C:13]([NH2:16])(=[O:15])[CH3:14].C([O-])([O-])=O.[K+].[K+]>O>[C:13]([NH:16][C:2]1[CH:11]=[CH:10][C:9]2[C:4](=[CH:5][CH:6]=[C:7]([CH3:12])[CH:8]=2)[N:3]=1)(=[O:15])[CH3:14] |f:2.3.4|. Procedure details: Chloride 44 (0.300 g, 1.69 mmol) was diluted with molten anhydrous acetamide (8 g, 135 mmol), and K2CO3 (1.17 g, 8.45 mmol) was added. The mixture was heated in a sand bath, at reflux (˜230° C.) for 16 h. The mixture was cooled, poured into H2O (120 mL) and extracted with EtOAc (4×30 mL). The organic layers were washed with H2O (3×100 mL) and sat. aq. NaCl (50 mL) and dried over anhydrous sodium sulfate and concentrated. Purification of the residue by flash column chromatography (SiO2), eluting ... Reactants: ice, N1(C=NC=C1)C1=[N+](C=CC=C1)[O-] (2-(1-imidazolyl)pyridine N-oxide), S(O)(O)(=O)=O (sulfuric acid), [N+](=O)(O)[O-] (nitric acid), S(O)(O)(=O)=O (sulfuric acid), C([O-])([O-])=O.[K+].[K+] (potassium carbonate). Solvent: O (water). Reaction conditions: temperature 130 celsius. Product: N1(C=NC=C1)C1=[N+](C=CC(=C1)[N+](=O)[O-])[O-] (2-(1-Imidazolyl)-4-nitropyridine N-oxide). RXN SMILES: [N:1]1([C:6]2[CH:11]=[CH:10][CH:9]=[CH:8][N+:7]=2[O-:12])[CH:5]=[CH:4][N:3]=[CH:2]1.S(=O)(=O)(O)O.[N+:18]([O-])([OH:20])=[O:19].C(=O)([O-])[O-].[K+].[K+]>O>[N:1]1([C:6]2[CH:11]=[C:10]([N+:18]([O-:20])=[O:19])[CH:9]=[CH:8][N+:7]=2[O-:12])[CH:5]=[CH:4][N:3]=[CH:2]1 |f:3.4.5|. Reported procedure: A 3.22 g portion of 2-(1-imidazolyl)pyridine N-oxide was added to 7.6 g of concentrated sulfuric acid, a mixed solution of 5.2 g of fuming nitric acid and 2.6 g of concentrated sulfuric acid was gradually added dropwise thereto, and then the mixture was heated at 130° C. for about 2.5 hours. The reaction mixture was spontaneously cooled, poured into 150 g of ice-cooled water, neutralized with potassium carbonate and then extracted with 300 ml of ethyl acetate. The organic layer was dried and the...